From a dataset of the Open Reaction Database (ORD), a public repository of structured organic reaction records. describe an organic reaction: reactants, conditions, products, and yield Starting materials: COC(=O)C1=COC2=C1C=CC(=C2)O (6-hydroxy-benzofuran-3-carboxylic acid methyl ester), C(=O)([O-])[O-].[Cs+].[Cs+] (Cs2CO3), O (water), Cl.ClC=1SC=2C(=NC=CC2)N1 (2-chloro-thiazolo[4,5-b]pyridine hydrochloride). Solvent: CN(C)C=O (DMF). Run at time 3 hour. Product: COC(=O)C1=COC2=C1C=CC(=C2)OC=2SC=1C(=NC=CC1)N2 (6-(Thiazolo[4,5-b]pyridin-2-yloxy)-benzofuran-3-carboxylic acid methyl ester). The yield is 87.1%. RXN SMILES: [CH3:1][O:2][C:3]([C:5]1[C:9]2[CH:10]=[CH:11][C:12]([OH:14])=[CH:13][C:8]=2[O:7][CH:6]=1)=[O:4].C([O-])([O-])=O.[Cs+].[Cs+].Cl.Cl[C:23]1[S:24][C:25]2[C:26]([N:31]=1)=[N:27][CH:28]=[CH:29][CH:30]=2.O>CN(C=O)C>[CH3:1][O:2][C:3]([C:5]1[C:9]2[CH:10]=[CH:11][C:12]([O:14][C:23]3[S:24][C:25]4[C:26]([N:31]=3)=[N:27][CH:28]=[CH:29][CH:30]=4)=[CH:13][C:8]=2[O:7][CH:6]=1)=[O:4] |f:1.2.3,4.5|. Reported procedure: To a solution of 6-hydroxy-benzofuran-3-carboxylic acid methyl ester (1.7 g, 8.8 mmol) in DMF (88 mL) was added Cs2CO3 (8.6 g, 1.8 mmol) followed by 2-chloro-thiazolo[4,5-b]pyridine hydrochloride (1.8 g, 8.8 mmol) and the reaction mixture was stirred (rt, 3 h). The reaction mixture was treated with water (50 mL) to form a solid. The solid was filtered to provide the title compound as a white solid (2.5 g, 87%). MS (ESI): mass calcd. for C16H10N2O4S, 326.0; m/z found, 327.0 [M+H]+. 1H NMR (400 MH...